From a dataset of the Open Reaction Database (ORD), a public repository of structured organic reaction records. describe an organic reaction: reactants, conditions, products, and yield Starting materials: FC1=C(C=CC=C1F)CCCCCC (2,3-Difluoro-1-hexylbenzene), C(CCC)[Li] (n-butyllithium), B(OC(C)C)(OC(C)C)OC(C)C (triisopropyl borate). Yields the product C(CCCCC)C1=C(C(=C(C=C1)B(O)O)F)F (4-n-Hexyl-2,3-difluorophenyl boronic acid). As a reaction SMILES: [F:1][C:2]1[C:7]([F:8])=[CH:6][CH:5]=[CH:4][C:3]=1[CH2:9][CH2:10][CH2:11][CH2:12][CH2:13][CH3:14].C([Li])CCC.[B:20](OC(C)C)([O:25]C(C)C)[O:21]C(C)C>>[CH2:9]([C:3]1[CH:4]=[CH:5][C:6]([B:20]([OH:25])[OH:21])=[C:7]([F:8])[C:2]=1[F:1])[CH2:10][CH2:11][CH2:12][CH2:13][CH3:14]. Procedure details: Quantities: compound from Example 23 (27.78, 0.14 mol), n-butyllithium (14 cm3, 10.0M in hexanes, 0.14 mol) and triisopropyl borate (52.7 g, 0.28 mol). The experimental procedure was as described in Example 28.